From a dataset of the Open Reaction Database (ORD), a public repository of structured organic reaction records. describe an organic reaction: reactants, conditions, products, and yield The reactants are [Br-], O=CC(Cc1ccccc1)NC(=O)OCc1ccccc1, [Li]CCCC, C[P+](c1ccccc1)(c1ccccc1)c1ccccc1, [Cl-], [NH4+], C1CCOC1. Yields the product C=CC(Cc1ccccc1)NC(=O)OCc1ccccc1. As a reaction SMILES: [Br-:29].[C:6](=[O:7])([O:8][CH2:9][c:10]1[cH:11][cH:12][cH:13][cH:14][cH:15]1)[NH:16][CH:17]([CH2:18][c:19]1[cH:20][cH:21][cH:22][cH:23][cH:24]1)[CH:25]=[O:26].[CH2:1]([Li:2])[CH2:3][CH2:4][CH3:5].[CH3:30][P+:31]([c:32]1[cH:33][cH:34][cH:35][cH:36][cH:37]1)([c:38]1[cH:39][cH:40][cH:41][cH:42][cH:43]1)[c:44]1[cH:45][cH:46][cH:47][cH:48][cH:49]1.[Cl-:27].[NH4+:28].[O:50]1[CH2:51][CH2:52][CH2:53][CH2:54]1>>[CH2:1]=[CH:25][CH:17]([NH:16][C:6](=[O:7])[O:8][CH2:9][c:10]1[cH:11][cH:12][cH:13][cH:14][cH:15]1)[CH2:18][c:19]1[cH:20][cH:21][cH:22][cH:23][cH:24]1. Starting materials: CCOC(C)=O, CSc1ccc(-c2ccccc2)c([N+](=O)[O-])c1, [Cl-]. Product: CSc1ccc(-c2ccccc2)c(N)c1. Reaction SMILES: [CH2:19]([O:20][C:21](=[O:22])[CH3:23])[CH3:24].[CH3:1][S:2][c:3]1[cH:4][c:5]([N+:15]([O-:16])=[O:17])[c:6](-[c:9]2[cH:10][cH:11][cH:12][cH:13][cH:14]2)[cH:7][cH:8]1.[Cl-:18]>>[CH3:1][S:2][c:3]1[cH:4][c:5]([NH2:15])[c:6](-[c:9]2[cH:10][cH:11][cH:12][cH:13][cH:14]2)[cH:7][cH:8]1. The reactants are C(C)(=O)NC1CC(CC1)C1=CC(=C(C=C1F)C(C(C(=O)OCC)=CNC1CC1)=O)F (4-[3-(acetylamino) cyclopentyl]-α-[(cyclopropylamino)methylene]-2,5-difluoro-β-oxobenzenepropanoic acid, ethyl ester), CC(C)([O-])C.[K+] (potassium t-butoxide). Run in C(C)(C)(C)O (t-butanol), C(C)(C)(C)O (t-butanol). The product is C(C)(=O)NC1CC(CC1)C1=C(C=C2C(C(=CN(C2=C1)C1CC1)C(=O)OCC)=O)F (7-[3-(Acetylamino)cyclopentyl]-1-cyclopropyl-6-fluoro-1,4-dihydro-4-oxoquinoline-3-carboxylic acid, ethyl ester). Yield: 82.4%. Reaction SMILES: [C:1]([NH:4][CH:5]1[CH2:9][CH2:8][CH:7]([C:10]2[C:15]([F:16])=[CH:14][C:13]([C:17](=[O:29])[C:18](=[CH:24][NH:25][CH:26]3[CH2:28][CH2:27]3)[C:19]([O:21][CH2:22][CH3:23])=[O:20])=[C:12](F)[CH:11]=2)[CH2:6]1)(=[O:3])[CH3:2].CC(C)([O-])C.[K+]>C(O)(C)(C)C>[C:1]([NH:4][CH:5]1[CH2:9][CH2:8][CH:7]([C:10]2[CH:11]=[C:12]3[C:13]([C:17](=[O:29])[C:18]([C:19]([O:21][CH2:22][CH3:23])=[O:20])=[CH:24][N:25]3[CH:26]3[CH2:28][CH2:27]3)=[CH:14][C:15]=2[F:16])[CH2:6]1)(=[O:3])[CH3:2] |f:1.2|. Procedure: A solution of 21.0 g (50 mmol) of 4-[3-(acetylamino) cyclopentyl]-α-[(cyclopropylamino)methylene]-2,5-difluoro-β-oxobenzenepropanoic acid, ethyl ester in 250 ml of dry t-butanol was treated with a slurry of 6.2 g (55 mmol) of potassium t-butoxide in 50 ml of dry t-butanol. The resulting suspension was stirred and heated at 65° for 3 hours and then at room temperature overnight. The solvent was removed in vacuo and the residue was dissolved in methylene chloride and washed with 1.0 M hydrochloric... The solvent is CO (methanol). Reactants: O=C1CCC=2C=CC=C(C2C1)N1CCN(CC1)CCCCOC1=CC=C2C=CC(NC2=N1)=O (7-{4-[4-(7-oxo-5,6,7,8-tetrahydro-naphthalen-1-yl)-piperazin-1-yl]-butoxy}-1H-[1,8]naphthyridin-2-one), [BH4-].[Na+] (NaBH4). Isolated yield 49.7%. Conditions: time 30 minute. Reaction SMILES: [O:1]=[C:2]1[CH2:11][C:10]2[C:9]([N:12]3[CH2:17][CH2:16][N:15]([CH2:18][CH2:19][CH2:20][CH2:21][O:22][C:23]4[N:32]=[C:31]5[C:26]([CH:27]=[CH:28][C:29](=[O:33])[NH:30]5)=[CH:25][CH:24]=4)[CH2:14][CH2:13]3)=[CH:8][CH:7]=[CH:6][C:5]=2[CH2:4][CH2:3]1.[BH4-].[Na+]>CO>[OH:1][CH:2]1[CH2:11][C:10]2[C:9]([N:12]3[CH2:13][CH2:14][N:15]([CH2:18][CH2:19][CH2:20][CH2:21][O:22][C:23]4[N:32]=[C:31]5[C:26]([CH:27]=[CH:28][C:29](=[O:33])[NH:30]5)=[CH:25][CH:24]=4)[CH2:16][CH2:17]3)=[CH:8][CH:7]=[CH:6][C:5]=2[CH2:4][CH2:3]1 |f:1.2|. Product: OC1CCC=2C=CC=C(C2C1)N1CCN(CC1)CCCCOC1=CC=C2C=CC(NC2=N1)=O (7-{4-[4-(7-Hydroxy-5,6,7,8-tetrahydro-naphthalen-1-yl)-piperazin-1-yl]-butoxy}-1H-[1,8]naphthyridin-2-one). Procedure details: To a solution of 7-{4-[4-(7-oxo-5,6,7,8-tetrahydro-naphthalen-1-yl)-piperazin-1-yl]-butoxy}-1H-[1,8]naphthyridin-2-one (1.20 g, 2.69 mmol) in methanol (10 mL) was added portionwise NaBH4 (0.41 g, 10.76 mmol). The reaction mixture was stirred at room temperature for 30 min and quenched with saturated NH4Cl solution and the compound was extracted with CH2Cl2 (2×20 mL). The organic layer was washed with brine (20 mL), dried over anhydrous Na2SO4, filtered and evaporated. The crude product was purif... Yields the product CN(CCC(=O)CC1CCCCC1)C(=O)OC(C)(C)C. RXN SMILES: [Br:1][CH2:2][CH:3]1[CH2:4][CH2:5][CH2:6][CH2:7][CH2:8]1.[C:11]([CH3:12])([CH3:13])([CH3:14])[O:15][C:16]([N:17]([CH3:18])[CH2:19][CH2:20][C:21]([N:22]([O:23][CH3:24])[CH3:25])=[O:26])=[O:27].[I:10].[Mg:9].[O:28]1[CH2:29][CH2:30][CH2:31][CH2:32]1>>[CH2:2]([CH:3]1[CH2:4][CH2:5][CH2:6][CH2:7][CH2:8]1)[C:21]([CH2:20][CH2:19][N:17]([C:16]([O:15][C:11]([CH3:12])([CH3:13])[CH3:14])=[O:27])[CH3:18])=[O:26]. Reactants: BrCC1CCCCC1, CON(C)C(=O)CCN(C)C(=O)OC(C)(C)C, I, [Mg], C1CCOC1. Reactants: [H][H] (hydrogen), CC1=CC(=CC2=C1OCCO2)C[C@H](C(=O)N2CCC(CC2)N2CCN(CC2)C(=O)OCC2=CC=CC=C2)OC(=O)N2CCC(CC2)N2C(NC1=C(CC2)C=CC=C1)=O (benzyl 4-(1-{(R)-3-(8-methyl-2,3-dihydro-1,4-benzodioxin-6-yl)-2-[4-(2-oxo-1,2,4,5-tetrahydro-1,3-benzodiazepin-3-yl)-piperidine-1-carbonyloxy]-propionyl}-piperidin-4-yl)-piperazin-1-carboxylate), [H][H] (hydrogen). Reagents/catalysts: [Pd] (Pd/C). Solvent: CO (MeOH). Yields the product O=C1NC2=C(CCN1C1CCN(CC1)C(=O)O[C@@H](C(N1CCC(CC1)N1CCNCC1)=O)CC1=CC3=C(OCCO3)C(=C1)C)C=CC=C2 ((R)-1-(8-methyl-2,3-dihydro-1,4-benzodioxin-6-ylmethyl)-2-oxo-2-(4-piperazin-1-yl-piperidin-1-yl)-ethyl 4-(2-oxo-1,2,4,5-tetrahydro-1,3-benzodiazepin-3-yl)-piperidine-1-carboxylate). Reaction SMILES: [CH3:1][C:2]1[C:7]2[O:8][CH2:9][CH2:10][O:11][C:6]=2[CH:5]=[C:4]([CH2:12][C@@H:13]([O:38][C:39]([N:41]2[CH2:46][CH2:45][CH:44]([N:47]3[CH2:53][CH2:52][C:51]4[CH:54]=[CH:55][CH:56]=[CH:57][C:50]=4[NH:49][C:48]3=[O:58])[CH2:43][CH2:42]2)=[O:40])[C:14]([N:16]2[CH2:21][CH2:20][CH:19]([N:22]3[CH2:27][CH2:26][N:25](C(OCC4C=CC=CC=4)=O)[CH2:24][CH2:23]3)[CH2:18][CH2:17]2)=[O:15])[CH:3]=1.[H][H]>CO.[Pd]>[O:58]=[C:48]1[N:47]([CH:44]2[CH2:45][CH2:46][N:41]([C:39]([O:38][C@H:13]([CH2:12][C:4]3[CH:3]=[C:2]([CH3:1])[C:7]4[O:8][CH2:9][CH2:10][O:11][C:6]=4[CH:5]=3)[C:14](=[O:15])[N:16]3[CH2:21][CH2:20][CH:19]([N:22]4[CH2:23][CH2:24][NH:25][CH2:26][CH2:27]4)[CH2:18][CH2:17]3)=[O:40])[CH2:42][CH2:43]2)[CH2:53][CH2:52][C:51]2[CH:54]=[CH:55][CH:56]=[CH:57][C:50]=2[NH:49]1. Reported procedure: 35 mg (0.04 mmol) benzyl 4-(1-{(R)-3-(8-methyl-2,3-dihydro-1,4-benzodioxin-6-yl)-2-[4-(2-oxo-1,2,4,5-tetrahydro-1,3-benzodiazepin-3-yl)-piperidine-1-carbonyloxy]-propionyl}-piperidin-4-yl)-piperazin-1-carboxylate (Example 6.12) were dissolved in 10 mL MeOH and combined with 50 mg 10% Pd/C. The mixture was hydrogenated at 50° C. and 3 bar hydrogen pressure until the theoretical hydrogen uptake had occurred (for 3 h). Then the catalyst was filtered off, the filtrate was evaporated to dryness i.vac...